Dataset: the Open Reaction Database (ORD), a public repository of structured organic reaction records. Task: describe an organic reaction: reactants, conditions, products, and yield Starting materials: B(Br)(Br)Br (Boron tribromide), COC=1C=C(C=CC1)C1=C(N=CO1)C1=C(C(=NO1)C1=CC=CC=C1)C1=CC=CC=C1 (5-[5-(3-Methoxyphenyl)-4-oxazolyl]-3,4-diphenylisoxazole), CO (Methanol). Solvent: ClCCl (dichloromethane). Reaction conditions: temperature 0 celsius, time 18 hour. The product is C1(=CC=CC=C1)C1=NOC(=C1C1=CC=CC=C1)C=1N=COC1C=1C=C(C=CC1)O (3-[4-(3.4-Diphenyl-5-isoxazolyl)-5-oxazolyl]-phenol). Yield: 64.8%. RXN SMILES: C[O:2][C:3]1[CH:4]=[C:5]([C:9]2[O:13][CH:12]=[N:11][C:10]=2[C:14]2[O:18][N:17]=[C:16]([C:19]3[CH:24]=[CH:23][CH:22]=[CH:21][CH:20]=3)[C:15]=2[C:25]2[CH:30]=[CH:29][CH:28]=[CH:27][CH:26]=2)[CH:6]=[CH:7][CH:8]=1.B(Br)(Br)Br.CO>ClCCl>[C:19]1([C:16]2[C:15]([C:25]3[CH:26]=[CH:27][CH:28]=[CH:29][CH:30]=3)=[C:14]([C:10]3[N:11]=[CH:12][O:13][C:9]=3[C:5]3[CH:4]=[C:3]([OH:2])[CH:8]=[CH:7][CH:6]=3)[O:18][N:17]=2)[CH:20]=[CH:21][CH:22]=[CH:23][CH:24]=1. Reported procedure: 5-[5-(3-Methoxyphenyl)-4-oxazolyl]-3,4-diphenylisoxazole (25) (1.01 g, 2.56 mmol) was dissolved in dichloromethane (65 mL) and cooled to about 0° C. under N2. Boron tribromide solution (13 mL of 1 M in dichloromethane) was added dropwise and the solution stirred about 18 hours at room temperature. Methanol (10 mL) was added dropwise {caution: reacts vigorously}, and after being stirred about 10 minutes the solution was concentrated on to SiO2 and chromatographed (elution with 10% ethyl acetate/c... Reactants: C(C)(=O)C=1C=NC=CC1 (3-acetyl pyridine), CN(C=O)C (dimethyl formamide), NOS(=O)(=O)O (hydroxylamine-O-sulfonic acid). Run in CO (MeOH). Reaction conditions: temperature 90 celsius, time 2 hour. Yields the product O1N=CC=C1C=1C=NC=CC1 (3-(5-isoxazolyl)-pyridine). The yield is 10.3%. RXN SMILES: [C:1]([C:4]1[CH:5]=[N:6][CH:7]=[CH:8][CH:9]=1)(=[O:3])[CH3:2].[CH3:10][N:11](C)C=O.NOS(O)(=O)=O>CO>[O:3]1[C:1]([C:4]2[CH:5]=[N:6][CH:7]=[CH:8][CH:9]=2)=[CH:2][CH:10]=[N:11]1. Procedure: A mixture of 12.1 g (0.1 mol) 3-acetyl pyridine and 15 g (0.11 mol) dimethyl formamide dimethylacetale was heated at 90° C. for 2 h. Upon concentration in vacuo the product was titrated with ethylether and filtrated. The compound was dissolved in 50 ml methanol and 11.5 g (0.1 mol) hydroxylamine-O-sulfonic acid dissolved in 50 ml MeOH was added. The reaction mixture was stirred at room temperature for 2 h, concentrated in vacuo and poured on water (150 ml). The solution was made alkaline with so... Starting materials: Pyridinium bromide perbromide, ClC1=CC=C2C(C(NC2=C1)=O)CC1=CC(=CC=C1)Cl (rac-6-chloro-3-(3-chloro-benzyl)-1,3-dihydro-indol-2-one). Solvent: CC(C)(C)O (t-BuOH), O (water), O (water). Product: BrC1(C(NC2=CC(=CC=C12)Cl)=O)CC1=CC(=CC=C1)Cl (rac-3-bromo-6-chloro-3-(3-chloro-benzyl)-1,3-dihydro-indol-2-one). Yield: 95.6%. Reaction SMILES: C1C=C[NH+]=CC=1.[Br:7][Br-]Br.[Cl:10][C:11]1[CH:19]=[C:18]2[C:14]([CH:15]([CH2:21][C:22]3[CH:27]=[CH:26][CH:25]=[C:24]([Cl:28])[CH:23]=3)[C:16](=[O:20])[NH:17]2)=[CH:13][CH:12]=1>CC(O)(C)C.O>[Br:7][C:15]1([CH2:21][C:22]2[CH:27]=[CH:26][CH:25]=[C:24]([Cl:28])[CH:23]=2)[C:14]2[C:18](=[CH:19][C:11]([Cl:10])=[CH:12][CH:13]=2)[NH:17][C:16]1=[O:20] |f:0.1|. Procedure details: Pyridinium bromide perbromide (21.7 g, 68 mmol) (Aldrich) was added in one portion to a solution of rac-6-chloro-3-(3-chloro-benzyl)-1,3-dihydro-indol-2-one (18 g, 62 mmol) (from example 1b supra) in t-BuOH (400 mL) and water (2 mL) at room temperature with stirring. After stirring at room temperature for 4 h, the mixture was diluted with water (500 mL) and stirred for 1 h. The resulting precipitate was collected and dried to give 22 g of rac-3-bromo-6-chloro-3-(3-chloro-benzyl)-1,3-dihydro-indo... The reactants are C1(=CC(=CC=C1)C=1N=C(C2=CC(=C(C=C2C1)OC)OC)C=O)C1=CC=CC=C1 (3-([1,1′-Biphenyl]-3-yl)-6,7-dimethoxyisoquinoline-1-carboxaldehyde), [BH4-].[Na+] (NaBH4), CC(=O)C (acetone). The solvent is C(C)O (ethanol). Reaction conditions: time 1 hour. Product: CCOC(=O)C.CCCCCC (EtOAc hexane). The yield is 61.0%. Reaction SMILES: [C:1]1(C2C=CC=CC=2)[CH:6]=[CH:5][CH:4]=[C:3](C2N=C(C=O)C3C(C=2)=C[C:13]([O:17]C)=[C:12](OC)C=3)[CH:2]=1.[BH4-].[Na+].C[C:32]([CH3:34])=[O:33]>C(O)C>[CH3:12][CH2:13][O:17][C:32]([CH3:34])=[O:33].[CH3:5][CH2:6][CH2:1][CH2:2][CH2:3][CH3:4] |f:1.2,5.6|. Procedure details: 3-([1,1′-Biphenyl]-3-yl)-6,7-dimethoxyisoquinoline-1-carboxaldehyde (160 mg) in 7 mL ethanol was treated slowly with NaBH4 (50 mg, 3 eq.) at room temperature. Reaction was stirred for 1 hour then 2 mL acetone was added and solution was filtered through filter paper. Filtrate was concentrated then re-dissolved in DCM and washed with H2O. Organic layer was dried over sodium sulfate and concentrated. Chromatography achieved using ISCO max gradient 50% EtOAc/hexane yielding product as a yellow solid... The reactants are CC(C)Br, CC(C)(C)OC(=O)N1CC(O)CC1C(=O)N1CCCN(C2CCC2)CC1, [H-], [Na+], CN(C)C=O. Yields the product CC(C)OC1CC(C(=O)N2CCCN(C3CCC3)CC2)N(C(=O)OC(C)(C)C)C1. As a reaction SMILES: [Br:29][CH:30]([CH3:31])[CH3:32].[C:1]([CH3:2])([CH3:3])([CH3:4])[O:5][C:6](=[O:7])[N:8]1[CH:9]([C:14](=[O:15])[N:16]2[CH2:17][CH2:18][N:19]([CH:23]3[CH2:24][CH2:25][CH2:26]3)[CH2:20][CH2:21][CH2:22]2)[CH2:10][CH:11]([OH:13])[CH2:12]1.[H-:28].[Na+:27].[O:33]=[CH:34][N:35]([CH3:36])[CH3:37]>>[C:1]([CH3:2])([CH3:3])([CH3:4])[O:5][C:6](=[O:7])[N:8]1[CH:9]([C:14](=[O:15])[N:16]2[CH2:17][CH2:18][N:19]([CH:23]3[CH2:24][CH2:25][CH2:26]3)[CH2:20][CH2:21][CH2:22]2)[CH2:10][CH:11]([O:13][CH:30]([CH3:31])[CH3:32])[CH2:12]1. Reactants: [H-].[K+] (potassium hydride), N1=CC=C(C=C1)N1CC(NCC1)=O (4-(4-pyridyl)piperazin-2-one), BrCC(=O)C1=CC=C(OCC(=O)OC)C=C1 (methyl 4-bromoacetylphenoxyacetate). Run in CN(C)C=O (DMF). Reaction conditions: time 2 hour. Product: N1=CC=C(C=C1)N1CC(N(CC1)CC(=O)C1=CC=C(OCC(=O)OC)C=C1)=O (Methyl 4-[2-[4-(4-pyridyl)piperazin-2-one-1-yl]acetyl]phenoxyacetate). As a reaction SMILES: [H-].[K+].[N:3]1[CH:8]=[CH:7][C:6]([N:9]2[CH2:14][CH2:13][NH:12][C:11](=[O:15])[CH2:10]2)=[CH:5][CH:4]=1.Br[CH2:17][C:18]([C:20]1[CH:31]=[CH:30][C:23]([O:24][CH2:25][C:26]([O:28][CH3:29])=[O:27])=[CH:22][CH:21]=1)=[O:19]>CN(C=O)C>[N:3]1[CH:4]=[CH:5][C:6]([N:9]2[CH2:14][CH2:13][N:12]([CH2:17][C:18]([C:20]3[CH:31]=[CH:30][C:23]([O:24][CH2:25][C:26]([O:28][CH3:29])=[O:27])=[CH:22][CH:21]=3)=[O:19])[C:11](=[O:15])[CH2:10]2)=[CH:7][CH:8]=1 |f:0.1|. Procedure: A dispersion of potassium hydride in mineral oil (35% w/w, 0.63 g) was added to a stirred suspension of 4-(4-pyridyl)piperazin-2-one (0.885 g) in DMF (10 ml) and the mixture was stirr-ed at room temperature for 2 hours. To the anion thus formed, was added methyl 4-bromoacetylphenoxyacetate (1.44 g) and the mixture was stirred at room temperature for 20 hours. Solvent was evaporated and the residue partitioned between dichloromethane (20 ml) and water (20 ml). The organic layer was dried (MgSO4) ... Yields the product C(C#CC)OC1=NC=NC(=C1)C(C)C1=C(C=CC=C1)F (4-(2-butynyloxy)-6-(1-(2-fluorophenyl)ethyl)pyrimidine). RXN SMILES: [H-].[Na+].[CH2:3]([OH:7])[C:4]#[C:5][CH3:6].Cl[C:9]1[CH:14]=[C:13]([CH:15]([C:17]2[CH:22]=[CH:21][CH:20]=[CH:19][C:18]=2[F:23])[CH3:16])[N:12]=[CH:11][N:10]=1.[Cl-].[NH4+]>O1CCCC1>[CH2:3]([O:7][C:9]1[CH:14]=[C:13]([CH:15]([C:17]2[CH:22]=[CH:21][CH:20]=[CH:19][C:18]=2[F:23])[CH3:16])[N:12]=[CH:11][N:10]=1)[C:4]#[C:5][CH3:6] |f:0.1,4.5|. Reactants: C(C#CC)O (2-butyn-1-ol), [H-].[Na+] (sodium hydride), [Cl-].[NH4+] (ammonium chloride), ClC1=NC=NC(=C1)C(C)C1=C(C=CC=C1)F (4-chloro-6-(1-(2-fluorophenyl)ethyl)pyrimidine). Reported procedure: In 1 ml of tetrahydrofuran was suspended 0.02 g of sodium hydride (60% in oil), to which 0.3 ml of a tetrahydrofuran solution containing 0.02 g of 2-butyn-1-ol was slowly added dropwise with stirring at room temperature. The mixture was then stirred at room temperature for 20 minutes, to which 0.3 ml of a tetrahydrofuran solution containing 0.06 g of 4-chloro-6-(1-(2-fluorophenyl)ethyl)pyrimidine was slowly added dropwise at room temperature, followed by stirring for 4 hours. The reaction mixtur... Run in O1CCCC1 (tetrahydrofuran), O1CCCC1 (tetrahydrofuran), O1CCCC1 (tetrahydrofuran). The yield is 87.6%. The reactants are C(C1=CC=CC=C1)OC(N(C1=NC=C(C(=C1)C1=C(C=CC=C1)C)N(C)C(C(C)(C)C1=CC(=CC(=C1)C(F)(F)F)C(F)(F)F)=O)CC1=CC=CC=C1)=O (benzyl-(5-{[2-(3,5-bis-trifluoromethyl-phenyl)-2-methyl-propionyl]-methyl-amino}-4-o-tolyl-pyridin-2-yl)-carbamic acid benzyl ester). Reagents/catalysts: [Pd] (palladium on activated charcoal). The solvent is CO (methanol), CN(C=O)C (N,N-dimethylformamide). Yields the product C(C1=CC=CC=C1)NC1=CC(=C(C=N1)N(C(C(C)(C)C1=CC(=CC(=C1)C(F)(F)F)C(F)(F)F)=O)C)C1=C(C=CC=C1)C (N-(6-Benzylamino-4-o-tolyl-pyridin-3-yl)-2-(3,5-bis-trifluoromethyl-phenyl)-N-methyl-isobutyramide). As a reaction SMILES: C(OC(=O)[N:10]([CH2:45][C:46]1[CH:51]=[CH:50][CH:49]=[CH:48][CH:47]=1)[C:11]1[CH:16]=[C:15]([C:17]2[CH:22]=[CH:21][CH:20]=[CH:19][C:18]=2[CH3:23])[C:14]([N:24]([C:26](=[O:44])[C:27]([C:30]2[CH:35]=[C:34]([C:36]([F:39])([F:38])[F:37])[CH:33]=[C:32]([C:40]([F:43])([F:42])[F:41])[CH:31]=2)([CH3:29])[CH3:28])[CH3:25])=[CH:13][N:12]=1)C1C=CC=CC=1>CO.CN(C)C=O.[Pd]>[CH2:45]([NH:10][C:11]1[N:12]=[CH:13][C:14]([N:24]([CH3:25])[C:26](=[O:44])[C:27]([C:30]2[CH:35]=[C:34]([C:36]([F:38])([F:37])[F:39])[CH:33]=[C:32]([C:40]([F:41])([F:42])[F:43])[CH:31]=2)([CH3:29])[CH3:28])=[C:15]([C:17]2[CH:22]=[CH:21][CH:20]=[CH:19][C:18]=2[CH3:23])[CH:16]=1)[C:46]1[CH:47]=[CH:48][CH:49]=[CH:50][CH:51]=1. Procedure: To a solution of 973 mg (1.35 mmol) benzyl-(5-{[2-(3,5-bis-trifluoromethyl-phenyl)-2-methyl-propionyl]-methyl-amino}-4-o-tolyl-pyridin-2-yl)-carbamic acid benzyl ester in 13 ml methanol and 1 ml N,N-dimethylformamide was added 40 mg 10% palladium on activated charcoal and the mixture was hydrogenated (room temperature, 1 bar) for I h. Filtration of the catalyst and evaporation of the filtrate afforded 795 mg (quantitative) of the title compound as a yellow oil. As a reaction SMILES: [CH2:18]([CH2:19][CH:20]([CH3:21])[CH3:22])[NH:23][CH2:24][C:25]#[C:26][CH:27]([c:28]1[c:29](-[c:34]2[cH:35][cH:36][cH:37][cH:38][cH:39]2)[cH:30][cH:31][cH:32][cH:33]1)[OH:40].[CH3:41][OH:42].[CH3:45][CH2:46][OH:47].[Pd:43].[Pt:44].[c:1]1(-[c:2]2[cH:3][cH:4][cH:5][cH:6][cH:7]2)[cH:8][cH:9][cH:10][cH:11][c:12]1[NH:13][C:14]#[C:15][CH2:16][CH3:17]>>[CH2:18]([CH2:19][CH:20]([CH3:21])[CH3:22])[NH:23][CH2:24][CH2:25][CH2:26][CH:27]([c:28]1[c:29](-[c:34]2[cH:35][cH:36][cH:37][cH:38][cH:39]2)[cH:30][cH:31][cH:32][cH:33]1)[OH:40]. The product is CC(C)CCNCCCC(O)c1ccccc1-c1ccccc1. The reactants are CC(C)CCNCC#CC(O)c1ccccc1-c1ccccc1, CO, CCO, [Pd], [Pt], CCC#CNc1ccccc1-c1ccccc1. As a reaction SMILES: [C:1]([CH3:2])([CH3:3])([CH3:4])[O:5][C:6]([NH:7][CH2:8][CH:9]=[CH:10][CH2:11][Cl:12])=[O:13].[C:25]([CH3:26])([CH3:27])([CH3:28])[O:29][C:30](=[O:31])[n:32]1[c:33]([CH2:41][NH:42][CH:43]2[CH2:44][CH2:45][CH2:46][c:47]3[cH:48][cH:49][cH:50][n:51][c:52]32)[n:34][c:35]2[c:36]1[cH:37][cH:38][cH:39][cH:40]2.[CH3:53][C:54]#[N:55].[CH:16]([N:17]([CH:18]([CH3:19])[CH3:20])[CH2:21][CH3:22])([CH3:23])[CH3:24].[I-:15].[K+:14]>>[C:1]([CH3:2])([CH3:3])([CH3:4])[O:5][C:6]([NH:7][CH2:8][CH:9]=[CH:10][CH2:11][N:42]([CH2:41][c:33]1[n:32]([C:30]([O:29][C:25]([CH3:26])([CH3:27])[CH3:28])=[O:31])[c:36]2[c:35]([n:34]1)[cH:40][cH:39][cH:38][cH:37]2)[CH:43]1[CH2:44][CH2:45][CH2:46][c:47]2[cH:48][cH:49][cH:50][n:51][c:52]21)=[O:13]. The product is CC(C)(C)OC(=O)NCC=CCN(Cc1nc2ccccc2n1C(=O)OC(C)(C)C)C1CCCc2cccnc21. Starting materials: CC(C)(C)OC(=O)NCC=CCCl, CC(C)(C)OC(=O)n1c(CNC2CCCc3cccnc32)nc2ccccc21, CC#N, CCN(C(C)C)C(C)C, [I-], [K+].